Task: describe an organic reaction: reactants, conditions, products, and yield. Dataset: the Open Reaction Database (ORD), a public repository of structured organic reaction records The reactants are CCOC(=O)C(C(=O)NC1C(=O)N2C(C(=O)O)=C(COC(C)=O)CSC12)n1cccc1, CN(C)C=O, CCOC(C)=O, CC(C)C(NC(=O)OC(C)(C)C)C(=O)OCCl, [GeH4], [Na]. The product is CCOC(=O)C(C(=O)NC1C(=O)N2C(C(=O)OCOC(=O)C(NC(=O)OC(C)(C)C)C(C)C)=C(COC(C)=O)CSC12)n1cccc1. Reaction SMILES: [C:2]([CH3:3])(=[O:4])[O:5][CH2:6][C:7]1=[C:8]([C:30](=[O:31])[OH:32])[N:9]2[C:10](=[O:29])[CH:11]([NH:15][C:16]([CH:17]([n:18]3[cH:19][cH:20][cH:21][cH:22]3)[C:23](=[O:24])[O:25][CH2:26][CH3:27])=[O:28])[CH:12]2[S:13][CH2:14]1.[CH3:51][N:52]([CH3:53])[CH:54]=[O:55].[CH3:56][CH2:57][O:58][C:59](=[O:60])[CH3:61].[Cl:33][CH2:34][O:35][C:36]([CH:37]([NH:38][C:39](=[O:40])[O:41][C:42]([CH3:43])([CH3:44])[CH3:45])[CH:46]([CH3:47])[CH3:48])=[O:49].[GeH4:50].[Na:1]>>[C:2]([CH3:3])(=[O:4])[O:5][CH2:6][C:7]1=[C:8]([C:30]([O:31][CH2:34][O:35][C:36]([CH:37]([NH:38][C:39](=[O:40])[O:41][C:42]([CH3:43])([CH3:44])[CH3:45])[CH:46]([CH3:47])[CH3:48])=[O:49])=[O:32])[N:9]2[C:10](=[O:29])[CH:11]([NH:15][C:16]([CH:17]([n:18]3[cH:19][cH:20][cH:21][cH:22]3)[C:23](=[O:24])[O:25][CH2:26][CH3:27])=[O:28])[CH:12]2[S:13][CH2:14]1. The reactants are [OH-].[Na+] (sodium hydroxide), C(C)(=O)NC=1C=C(C=CC1)C1NC2=CC=C(C=C2CC1(C)C)C(=O)OC (methyl 2-(3-acetamidophenyl)-3,3-dimethyl-1,2,3,4-tetrahydroquinoline-6-carboxylate), resultant mixture. Run in O (water), CO (methanol), O (water). Product: C(C)(=O)NC=1C=C(C=CC1)C1NC2=CC=C(C=C2CC1(C)C)C(=O)O (2-(3-acetamidophenyl)-3,3-dimethyl-1,2,3,4-tetrahydroquinoline-6-carboxylic acid). Isolated yield 33.1%. Reaction SMILES: [C:1]([NH:4][C:5]1[CH:6]=[C:7]([CH:11]2[C:20]([CH3:22])([CH3:21])[CH2:19][C:18]3[C:13](=[CH:14][CH:15]=[C:16]([C:23]([O:25]C)=[O:24])[CH:17]=3)[NH:12]2)[CH:8]=[CH:9][CH:10]=1)(=[O:3])[CH3:2].[OH-].[Na+]>CO.O>[C:1]([NH:4][C:5]1[CH:6]=[C:7]([CH:11]2[C:20]([CH3:22])([CH3:21])[CH2:19][C:18]3[C:13](=[CH:14][CH:15]=[C:16]([C:23]([OH:25])=[O:24])[CH:17]=3)[NH:12]2)[CH:8]=[CH:9][CH:10]=1)(=[O:3])[CH3:2] |f:1.2|. Procedure details: To a mixture of methyl 2-(3-acetamidophenyl)-3,3-dimethyl-1,2,3,4-tetrahydroquinoline-6-carboxylate (129 mg, 0.37 mmol) in methanol (10 mL) and water (5 mL) was added with a solution of sodium hydroxide (249 mg, 6.22 mmol) in water (5 mL). The resultant mixture was heated to reflux for 1.5 hours. The methanol was removed under vacuum. The residue was acidified with 2 M hydrochloric acid to pH=5-6. The precipitates were collected by filtration, purified by preparative Thin layer chromatography (s... Reactants: IC1=NC(=CC=C1O)C (2-Iodo-3-hydroxy-6-methylpyridine), IC (iodomethane). Yields the product [I-].OC=1C(=[N+](C(=CC1)C)C)I (3-hydroxy-2-iodo-1,6-dimethylpyridinium iodide). As a reaction SMILES: [I:1][C:2]1[C:7]([OH:8])=[CH:6][CH:5]=[C:4]([CH3:9])[N:3]=1.[I:10][CH3:11]>>[I-:1].[OH:8][C:7]1[C:11]([I:10])=[N+:3]([CH3:2])[C:4]([CH3:9])=[CH:5][CH:6]=1 |f:2.3|. Procedure: 2-Iodo-3-hydroxy-6-methylpyridine (835 mg) and iodomethane (3 mL) were added in glass sealed cube, and the reaction mixture was reacted at 130° C. for 4 h and at 180° C. for 1 h. The reaction mixture was completely evaporated to give 3-hydroxy-2-iodo-1,6-dimethylpyridinium iodide (2-014-02) (1.42 g). Starting materials: BrCc1cccc(CBr)c1, CC(=O)OC(C)(C)C, [Li]CCCC, CC(C)NC(C)C, C1CCOC1. Product: CC(C)(C)OC(=O)CCc1cccc(CBr)c1. Reaction SMILES: [Br:21][CH2:22][c:23]1[cH:24][c:25]([CH2:29][Br:30])[cH:26][cH:27][cH:28]1.[C:13]([CH3:14])(=[O:15])[O:16][C:17]([CH3:18])([CH3:19])[CH3:20].[CH2:8]([Li:9])[CH2:10][CH2:11][CH3:12].[CH:1]([NH:2][CH:3]([CH3:4])[CH3:5])([CH3:6])[CH3:7].[O:31]1[CH2:32][CH2:33][CH2:34][CH2:35]1>>[C:13]([CH2:14][CH2:29][c:25]1[cH:24][c:23]([CH2:22][Br:21])[cH:28][cH:27][cH:26]1)(=[O:15])[O:16][C:17]([CH3:18])([CH3:19])[CH3:20]. Reactants: C(C)(C)(C)OC(=O)N1[C@@H](CCC1)CO ((S)-2-hydroxymethyl-pyrrolidine-1-carboxylic acid tert-butyl ester), [Li]CCCC (n-BuLi), O (water), FC1=CC=C(C=C1)[N+](=O)[O-] (4-fluoro nitrobenzene). The solvent is O1CCCC1 (tetrahydrofura n). Conditions: time 2 hour. The product is C(C)(C)(C)OC(=O)N1[C@@H](CCC1)COC1=CC=C(C=C1)[N+](=O)[O-] ((S)-2-(4-Nitro-phenoxymethyl)-pyrrolidine-1-carboxylic Acid tert-Butyl Ester). As a reaction SMILES: [C:1]([O:5][C:6]([N:8]1[CH2:12][CH2:11][CH2:10][C@H:9]1[CH2:13][OH:14])=[O:7])([CH3:4])([CH3:3])[CH3:2].[Li]CCCC.F[C:21]1[CH:26]=[CH:25][C:24]([N+:27]([O-:29])=[O:28])=[CH:23][CH:22]=1.O>O1CCCC1>[C:1]([O:5][C:6]([N:8]1[CH2:12][CH2:11][CH2:10][C@H:9]1[CH2:13][O:14][C:21]1[CH:26]=[CH:25][C:24]([N+:27]([O-:29])=[O:28])=[CH:23][CH:22]=1)=[O:7])([CH3:4])([CH3:3])[CH3:2]. Procedure details: To a stirred solution of (S)-2-hydroxymethyl-pyrrolidine-1-carboxylic acid tert-butyl ester (Aldrich, 2.01 g, 10 mmol) in tetrahydrofura n (15 mL) at —78° C., n-BuLi (2.5 M in hexanes, 11 mmol, 4.4 mL) was added dropwise. After the addition, 4-fluoro nitrobenzene (1.41 g, 10 mmol) was added and the solution was gradually warmed to room temperature and stirred for 2 hours. The solution was poured into water and the mixture was extracted with ether. The extract was dried (Na2SO4) and concentrated ...